From a dataset of the Open Reaction Database (ORD), a public repository of structured organic reaction records. describe an organic reaction: reactants, conditions, products, and yield The reactants are C(CC=C)N(C(OC(C)(C)C)=O)CCC(=C)B1OC(C(O1)(C)C)(C)C (tert-butyl but-3-en-1-yl(3-(4,4,5,5-tetramethyl-1,3,2-dioxaborolan-2-yl)but-3-en-1-yl)carbamate), C(=C)OCCOCCO (diethyleneglycol vinyl ether). Reagents/catalysts: CC1=CC(=C(C(=C1)C)N2CCN(C2=[Ru](=CC3=CC=CC=C3)(Cl)Cl)C4=C(C=C(C=C4C)C)C)C.C1CCC(CC1)P(C2CCCCC2)C3CCCCC3 ((1,3-bis(2,4,6-trimethylphenyl)-2-imidazolidinylidene)dichloro(phenylmethylene)(tricyclohexylphosphine)ruthenium). Run in CC1CCCCC1 (methyl cyclohexane). Reaction conditions: time 8 hour. The product is CC1(OB(OC1(C)C)C=1CCN(CCC1)C(=O)OC(C)(C)C)C (tert-butyl 4-(4,4,5,5-tetramethyl-1,3,2-dioxaborolan-2-yl)-2,3,6,7-tetrahydro-1H-azepine-1-carboxylate). Reaction SMILES: [CH2:1]([N:5]([CH2:13][CH2:14][C:15]([B:17]1[O:21][C:20]([CH3:23])([CH3:22])[C:19]([CH3:25])([CH3:24])[O:18]1)=[CH2:16])[C:6](=[O:12])[O:7][C:8]([CH3:11])([CH3:10])[CH3:9])[CH2:2]C=C.C(OCCOCCO)=C>CC1CCCCC1.CC1C=C(C)C(N2C(=[Ru](Cl)(Cl)=CC3C=CC=CC=3)N(C3C(C)=CC(C)=CC=3C)CC2)=C(C)C=1.C1CCC(P(C2CCCCC2)C2CCCCC2)CC1>[CH3:23][C:20]1([CH3:22])[C:19]([CH3:25])([CH3:24])[O:18][B:17]([C:15]2[CH2:14][CH2:13][N:5]([C:6]([O:7][C:8]([CH3:9])([CH3:10])[CH3:11])=[O:12])[CH2:1][CH2:2][CH:16]=2)[O:21]1 |f:3.4|. Procedure details: A solution of Example 87B (7.28 g, 20.72 mmol) in methyl cyclohexane (1.5 L) was degassed with nitrogen and (1,3-bis(2,4,6-trimethylphenyl)-2-imidazolidinylidene)dichloro(phenylmethylene)(tricyclohexylphosphine)ruthenium (250 mg, 0.294 mmol) was added. The mixture was stirred at room temperature overnight and diethyleneglycol vinyl ether (0.16 mL) was added to inactivate any remaining active catalyst. The mixture was stirred for 30 minutes, concentrated and purified by flash chromatography on si... The reactants are FC1=C(C=CC=C1)CC(=O)C1CCN(CC1)CC=1C(NC=CN1)=O (3-[4-[2-(2-fluorophenyl)acetyl]piperidino]methyl-1H-pyrazin-2-one), ClCCl (dichloromethane), [BH4-].[Na+] (sodium borohydride), O (Water). Run in CO (methanol). Product: OC(CC1=C(C=CC=C1)F)C1CCN(CC1)CC=1C(NC=CN1)=O (3-[4-[1-Hydroxy-2-(2-fluorophenyl)ethyl]piperidino]methyl-1H-pyrazin-2-one). Yield: 55.7%. Reaction SMILES: [F:1][C:2]1[CH:7]=[CH:6][CH:5]=[CH:4][C:3]=1[CH2:8][C:9]([CH:11]1[CH2:16][CH2:15][N:14]([CH2:17][C:18]2[C:19](=[O:24])[NH:20][CH:21]=[CH:22][N:23]=2)[CH2:13][CH2:12]1)=[O:10].[BH4-].[Na+].O.ClCCl>CO>[OH:10][CH:9]([CH:11]1[CH2:12][CH2:13][N:14]([CH2:17][C:18]2[C:19](=[O:24])[NH:20][CH:21]=[CH:22][N:23]=2)[CH2:15][CH2:16]1)[CH2:8][C:3]1[CH:4]=[CH:5][CH:6]=[CH:7][C:2]=1[F:1] |f:1.2|. Procedure: After suspending 200 mg of 3-[4-[2-(2-fluorophenyl)acetyl]piperidino]methyl-1H-pyrazin-2-one in 6 ml of methanol, an excess of sodium borohydride was added while stirring at room temperature until completion of the reaction. Water was added to the reaction solution and extraction was performed with dichloromethane. The organic layer was washed with saturated brine and dried over anhydrous magnesium sulfate, and then the solvent was distilled off under reduced pressure. Diethyl ether was added an... Reactants: S(=O)(Cl)Cl (thionyl chloride), C(=O)(O)C1=CC=C(C(C(=O)N)=C)C=C1 (p-carboxyatropamide). Product: ClC(=O)C1=CC=C(C(C(=O)N)=C)C=C1 (p-chlorocarbonylatropamide). RXN SMILES: S(Cl)([Cl:3])=O.[C:5]([C:8]1[CH:18]=[CH:17][C:11]([C:12](=[CH2:16])[C:13]([NH2:15])=[O:14])=[CH:10][CH:9]=1)(O)=[O:6]>>[Cl:3][C:5]([C:8]1[CH:18]=[CH:17][C:11]([C:12](=[CH2:16])[C:13]([NH2:15])=[O:14])=[CH:10][CH:9]=1)=[O:6]. Reported procedure: A mixture of 50 cc. of thionyl chloride and 0.05 moles of p-carboxyatropamide is heated at reflux on the steam-bath for 1/2 hour. The reaction mixture is concentrated in vacuo to give p-chlorocarbonylatropamide suitable for use in the following step. The reactants are ClC1=NC=2C=CC=CC2C2=C1N=C(N2CCCC2=CC(=NO2)C=2C=NC=CC2)COCC (4-chloro-2-(ethoxymethyl)-1-[3-(3-pyridin-3-ylisoxazol-5-yl)propyl]-1H-imidazo[4,5-c]quinoline), N (ammonia). Run in CO (methanol). Yields the product C(C)OCC=1N(C2=C(C(=NC=3C=CC=CC23)N)N1)CCCC1=CC(=NO1)C=1C=NC=CC1 (2-(ethoxymethyl)-1-[3-(3-pyridin-3-ylisoxazol-5-yl)propyl]-1H-imidazo[4,5-c]quinolin-4-amine). RXN SMILES: Cl[C:2]1[C:11]2[N:12]=[C:13]([CH2:29][O:30][CH2:31][CH3:32])[N:14]([CH2:15][CH2:16][CH2:17][C:18]3[O:22][N:21]=[C:20]([C:23]4[CH:24]=[N:25][CH:26]=[CH:27][CH:28]=4)[CH:19]=3)[C:10]=2[C:9]2[CH:8]=[CH:7][CH:6]=[CH:5][C:4]=2[N:3]=1.[NH3:33]>CO>[CH2:31]([O:30][CH2:29][C:13]1[N:14]([CH2:15][CH2:16][CH2:17][C:18]2[O:22][N:21]=[C:20]([C:23]3[CH:24]=[N:25][CH:26]=[CH:27][CH:28]=3)[CH:19]=2)[C:10]2[C:9]3[CH:8]=[CH:7][CH:6]=[CH:5][C:4]=3[N:3]=[C:2]([NH2:33])[C:11]=2[N:12]=1)[CH3:32]. Reported procedure: A slurry of 4-chloro-2-(ethoxymethyl)-1-[3-(3-pyridin-3-ylisoxazol-5-yl)propyl]-1H-imidazo[4,5-c]quinoline (1.78 g, 3.97 mmol) in a solution of 7 M ammonia in methanol (20 mL) was heated at 150° C. for 20 hours in a Parr pressure vessel. The volatiles were removed under reduced pressure and the resulting oil was partitioned between dichloromethane and 1 M KOH. The aqueous layer was extracted with dichloromethane. The organic layers were combined, washed with water and brine, dried over magnesium... Starting materials: O (water), C(CC)(=O)C=1C(CC(CC1O)C1=CC(=CC=C1)OC1=C(C=C(C=C1)S(=O)(=O)C)F)=O (2-propionyl-3-hydroxy-5-(3-(2-fluoro-4-(methylsulfonyl)phenoxy)-phenyl)cyclohex-2-en-1-one), Cl.C(C)ON (ethoxyamine hydrochloride), C(C)(=O)[O-].[Na+] (sodium acetate). Run in C(Cl)Cl (methylene chloride), C(C)O (ethanol). Reaction conditions: time 16 hour. Yields the product C(C)ON=C(CC)C=1C(CC(CC1O)C1=CC(=CC=C1)OC1=C(C=C(C=C1)SC)F)=O (2-(1-(Ethoxyimino)propyl)-3-hydroxy-5-(3-(2-fluoro-4-(methylthio)phenoxy)phenyl)-cyclohex-2-en-1-one). RXN SMILES: [C:1]([C:5]1[C:6](=[O:30])[CH2:7][CH:8]([C:12]2[CH:17]=[CH:16][CH:15]=[C:14]([O:18][C:19]3[CH:24]=[CH:23][C:22]([S:25]([CH3:28])(=O)=O)=[CH:21][C:20]=3[F:29])[CH:13]=2)[CH2:9][C:10]=1[OH:11])(=O)[CH2:2][CH3:3].Cl.[CH2:32]([O:34][NH2:35])[CH3:33].C([O-])(=O)C.[Na+].O>C(Cl)Cl.C(O)C>[CH2:32]([O:34][N:35]=[C:1]([C:5]1[C:10](=[O:11])[CH2:9][CH:8]([C:12]2[CH:17]=[CH:16][CH:15]=[C:14]([O:18][C:19]3[CH:24]=[CH:23][C:22]([S:25][CH3:28])=[CH:21][C:20]=3[F:29])[CH:13]=2)[CH2:7][C:6]=1[OH:30])[CH2:2][CH3:3])[CH3:33] |f:1.2,3.4|. Procedure details: A solution of 0.70 g (1.8 mmol) of 2-propionyl-3-hydroxy-5-(3-(2-fluoro-4-(methylsulfonyl)phenoxy)-phenyl)cyclohex-2-en-1-one in 5 mL of methylene chloride and 10 mL of absolute ethanol, at room temperature was treated with 0.22 g (2.3 mmol) of ethoxyamine hydrochloride and 0.19 g (2.3 mmol) of anhydrous sodium acetate. After stirring under a nitrogen atmosphere for 16 hours, the mixture was poured into 100 mL of water and extracted twice with 30 mL portions of methylene chloride. The combined e...